This data is from the Open Reaction Database (ORD), a public repository of structured organic reaction records. The task is: describe an organic reaction: reactants, conditions, products, and yield Reactants: O=S(=O)(Cl)c1ccc(Br)cc1OC(F)(F)F, CCN(C(C)C)C(C)C, ClCCl, CN(C)c1nc(NC2CCC(N)CC2)nc2ccccc12. The product is CN(C)c1nc(NC2CCC(NS(=O)(=O)c3ccc(Br)cc3OC(F)(F)F)CC2)nc2ccccc12. As a reaction SMILES: [Br:31][c:32]1[cH:33][c:34]([O:42][C:43]([F:44])([F:45])[F:46])[c:35]([S:38](=[O:39])(=[O:40])[Cl:41])[cH:36][cH:37]1.[CH:22]([N:23]([CH:24]([CH3:25])[CH3:26])[CH2:27][CH3:28])([CH3:29])[CH3:30].[Cl:47][CH2:48][Cl:49].[NH2:1][CH:2]1[CH2:3][CH2:4][CH:5]([NH:8][c:9]2[n:10][c:11]3[cH:12][cH:13][cH:14][cH:15][c:16]3[c:17]([N:19]([CH3:20])[CH3:21])[n:18]2)[CH2:6][CH2:7]1>>[NH:1]([CH:2]1[CH2:3][CH2:4][CH:5]([NH:8][c:9]2[n:10][c:11]3[cH:12][cH:13][cH:14][cH:15][c:16]3[c:17]([N:19]([CH3:20])[CH3:21])[n:18]2)[CH2:6][CH2:7]1)[S:38]([c:35]1[c:34]([O:42][C:43]([F:44])([F:45])[F:46])[cH:33][c:32]([Br:31])[cH:37][cH:36]1)(=[O:39])=[O:40].